From a dataset of the Open Reaction Database (ORD), a public repository of structured organic reaction records. describe an organic reaction: reactants, conditions, products, and yield Starting materials: Cc1noc(C)c1S(=O)(=O)N1CCC2(CCNC2=O)CC1, FC(F)(F)c1ccc(I)cc1. The product is Cc1noc(C)c1S(=O)(=O)N1CCC2(CCN(c3ccc(C(F)(F)F)cc3)C2=O)CC1. Reaction SMILES: [CH3:1][c:2]1[n:3][o:4][c:5]([CH3:21])[c:6]1[S:7](=[O:8])(=[O:9])[N:10]1[CH2:11][CH2:12][C:13]2([CH2:14][CH2:15][NH:16][C:17]2=[O:18])[CH2:19][CH2:20]1.[I:22][c:23]1[cH:24][cH:25][c:26]([C:29]([F:30])([F:31])[F:32])[cH:27][cH:28]1>>[CH3:1][c:2]1[n:3][o:4][c:5]([CH3:21])[c:6]1[S:7](=[O:8])(=[O:9])[N:10]1[CH2:11][CH2:12][C:13]2([CH2:14][CH2:15][N:16]([c:23]3[cH:24][cH:25][c:26]([C:29]([F:30])([F:31])[F:32])[cH:27][cH:28]3)[C:17]2=[O:18])[CH2:19][CH2:20]1. Reactants: FC1=C(C(=O)NC)C=CC(=C1)CO (2-fluoro-4-(hydroxymethyl)-N-methylbenzamide), S(=O)(Cl)Cl (thionyl chloride), C([O-])(O)=O.[Na+] (sodium bicarbonate). Solvent: C1CCOC1 (THF). Conditions: time 8 hour. Yields the product ClCC1=CC(=C(C(=O)NC)C=C1)F (4-(chloromethyl)-2-fluoro-N-methylbenzamide). Reaction SMILES: [F:1][C:2]1[CH:11]=[C:10]([CH2:12]O)[CH:9]=[CH:8][C:3]=1[C:4]([NH:6][CH3:7])=[O:5].S(Cl)([Cl:16])=O.C(=O)(O)[O-].[Na+]>C1COCC1>[Cl:16][CH2:12][C:10]1[CH:9]=[CH:8][C:3]([C:4]([NH:6][CH3:7])=[O:5])=[C:2]([F:1])[CH:11]=1 |f:2.3|. Reported procedure: To a solution of 2-fluoro-4-(hydroxymethyl)-N-methylbenzamide (2.11 g) in THF (46.1 mL) was added dropwise thionyl chloride (1.01 mL) under ice-cooling, and the mixture was stirred overnight at room temperature. To the reaction solution was added saturated aqueous sodium bicarbonate, and the mixture was extracted with ethyl acetate. The organic layer was washed with saturated brine, and dried over anhydrous magnesium sulfate, and the solvent was evaporated under reduced pressure. The residue was... The reactants are [BH4-], CC(=O)O, CO, [Na+], Cc1cc(CCCCCOc2ccc(C3=NCCO3)cc2C=O)on1, O. Product: Cc1cc(CCCCCOc2ccc(C3=NCCO3)cc2CO)on1. Reaction SMILES: [BH4-:26].[CH3:28][C:29](=[O:30])[OH:31].[CH3:32][OH:33].[Na+:27].[O:1]1[C:2]([c:6]2[cH:7][c:8]([CH:24]=[O:25])[c:9]([O:10][CH2:11][CH2:12][CH2:13][CH2:14][CH2:15][c:16]3[cH:17][c:18]([CH3:21])[n:19][o:20]3)[cH:22][cH:23]2)=[N:3][CH2:4][CH2:5]1.[OH2:34]>>[O:1]1[C:2]([c:6]2[cH:7][c:8]([CH2:24][OH:25])[c:9]([O:10][CH2:11][CH2:12][CH2:13][CH2:14][CH2:15][c:16]3[cH:17][c:18]([CH3:21])[n:19][o:20]3)[cH:22][cH:23]2)=[N:3][CH2:4][CH2:5]1.